From a dataset of the Open Reaction Database (ORD), a public repository of structured organic reaction records. describe an organic reaction: reactants, conditions, products, and yield The reactants are C(C)OC(=O)C=1C(N(C(NC1COCCN=[N+]=[N-])=O)CCCN(C(CCC1=CC=CC=C1)=O)C)C1=C(C=CC=C1)Cl (6-(2-azido-ethoxymethyl)-4-(2-chloro-phenyl)-3-{3-[methyl-(3-phenyl-propionyl)-amino]-propyl}-2-oxo-1,2,3,4-tetrahydropyrimidine-5-carboxylic acid ethyl ester). Reagents/catalysts: [Pd] (palladium on calcium carbonate). Solvent: CCO (EtOH). Conditions: time 3 hour. Product: C(C)OC(=O)C=1C(N(C(NC1COCCN)=O)CCCN(C(CCC1=CC=CC=C1)=O)C)C1=C(C=CC=C1)Cl (6-(2-Amino-ethoxymethyl)-4-(2-chloro-phenyl)-3-{3-[methyl-(3-phenyl-propionyl)-amino]-propyl}-2-oxo-1,2,3,4-tetrahydro-pyrimidine-5-carboxylic acid ethyl ester). Isolated yield 56.6%. Reaction SMILES: [CH2:1]([O:3][C:4]([C:6]1[CH:7]([C:35]2[CH:40]=[CH:39][CH:38]=[CH:37][C:36]=2[Cl:41])[N:8]([CH2:20][CH2:21][CH2:22][N:23]([CH3:34])[C:24](=[O:33])[CH2:25][CH2:26][C:27]2[CH:32]=[CH:31][CH:30]=[CH:29][CH:28]=2)[C:9](=[O:19])[NH:10][C:11]=1[CH2:12][O:13][CH2:14][CH2:15][N:16]=[N+]=[N-])=[O:5])[CH3:2]>CCO.[Pd]>[CH2:1]([O:3][C:4]([C:6]1[CH:7]([C:35]2[CH:40]=[CH:39][CH:38]=[CH:37][C:36]=2[Cl:41])[N:8]([CH2:20][CH2:21][CH2:22][N:23]([CH3:34])[C:24](=[O:33])[CH2:25][CH2:26][C:27]2[CH:28]=[CH:29][CH:30]=[CH:31][CH:32]=2)[C:9](=[O:19])[NH:10][C:11]=1[CH2:12][O:13][CH2:14][CH2:15][NH2:16])=[O:5])[CH3:2]. Procedure details: A solution of 6-(2-azido-ethoxymethyl)-4-(2-chloro-phenyl)-3-{3-[methyl-(3-phenyl-propionyl)-amino]-propyl}-2-oxo-1,2,3,4-tetrahydropyrimidine-5-carboxylic acid ethyl ester (27 mg, 0.046 mmol) in EtOH (5 mL) was hydrogenated in the presence of 5% palladium on calcium carbonate poisoned with lead (10 mg). After 3 h, the catalyst was removed using a filter syringe. The filtrate was concentrated in vacuo to afford 29 mg of thick, colorless oil as crude product (87% pure by analytical HPLC). The cru... Reactants: BrC(C)C1=CC=C(C(=O)OC)C=C1 (methyl 4-(α-bromoethyl)benzoate). Run in C1=CC=CC=C1 (benzene). The product is CC(C1=CC=CC=C1)C1=CC=C(C(=O)OC)C=C1 (methyl 4-(α-methylbenzyl)benzoate). As a reaction SMILES: Br[CH:2]([C:4]1[CH:13]=[CH:12][C:7]([C:8]([O:10][CH3:11])=[O:9])=[CH:6][CH:5]=1)[CH3:3]>C1C=CC=CC=1>[CH3:3][CH:2]([C:4]1[CH:13]=[CH:12][C:7]([C:8]([O:10][CH3:11])=[O:9])=[CH:6][CH:5]=1)[C:4]1[CH:13]=[CH:12][CH:7]=[CH:6][CH:5]=1. Procedure details: In the same manner as in Reference Example 25, by using methyl 4-(α-bromoethyl)benzoate and benzene, there was prepared the title compound. Starting materials: ClC1=CC(=C(NC(C(=O)OCC)=O)C=C1)C=O (ethyl 2-(4-chloro-2-formyl-anilino)-2-oxo-acetate), C(C)(=O)[O-].[NH4+] (ammonium acetate). The solvent is C(C)(=O)O (acetic acid). Run at temperature 115 celsius. The product is ClC=1C=C2C=NC(=NC2=CC1)C(=O)OCC (ethyl 6-chloroquinazoline-2-carboxylate). Yield: 87.3%. As a reaction SMILES: [Cl:1][C:2]1[CH:15]=[CH:14][C:5]([NH:6][C:7](=O)[C:8]([O:10][CH2:11][CH3:12])=[O:9])=[C:4]([CH:16]=O)[CH:3]=1.C([O-])(=O)C.[NH4+:22]>C(O)(=O)C>[Cl:1][C:2]1[CH:3]=[C:4]2[C:5](=[CH:14][CH:15]=1)[N:6]=[C:7]([C:8]([O:10][CH2:11][CH3:12])=[O:9])[N:22]=[CH:16]2 |f:1.2|. Procedure details: To a solution of ethyl 2-(4-chloro-2-formyl-anilino)-2-oxo-acetate (0.14 g, 0.55 mmol, 1 eq) in 5.5 mL of acetic acid was added ammonium acetate (0.42 g, 5.4 mmol, 10 eq). After heating at 115° C. for 1 h, the mixture was concentrated then diluted with H2O and extracted with ethyl acetate. The organic layer was concentrated and the residue was purified on silica gel column chromatography (hex:EtoAc 3:2) to give ethyl 6-chloroquinazoline-2-carboxylate (0.11 g, 0.48 mmol, 88%). Starting materials: O1C(NCC1)=O (2-oxazolidinone), C(C)[Si](Cl)(CC)CC (triethylchlorosilane), C[Si](Cl)(C)C (trimethylchlorosilane), C1(=CC=CC=C1)C1CNC(O1)=O (5-phenyl-2-oxazolidinone). The product is C1(=CC=CC=C1)C1CN(C(O1)=O)[Si](CC)(CC)CC (5-phenyl-3-triethylsilyl-2-oxazolidinone). Reaction SMILES: O1CCNC1=O.C[Si](C)(C)Cl.[C:12]1([CH:18]2[O:22][C:21](=[O:23])[NH:20][CH2:19]2)[CH:17]=[CH:16][CH:15]=[CH:14][CH:13]=1.[CH2:24]([Si:26]([CH2:30][CH3:31])([CH2:28][CH3:29])Cl)[CH3:25]>>[C:12]1([CH:18]2[O:22][C:21](=[O:23])[N:20]([Si:26]([CH2:30][CH3:31])([CH2:28][CH3:29])[CH2:24][CH3:25])[CH2:19]2)[CH:13]=[CH:14][CH:15]=[CH:16][CH:17]=1. Procedure details: This example is performed in a similar way to example 1, with the 2-oxazolidinone and the trimethylchlorosilane being replaced by 5-phenyl-2-oxazolidinone (57.11 g; 0.35 mol) and triethylchlorosilane (63.3 g; 0.42 mol) respectively. Once the solvent has been evaporated off, the result is crude 5-phenyl-3-triethylsilyl-2-oxazolidinone with a virtually quantitative yield. By methanolysis 5-phenyl-2-oxazolidinone is obtained. Calculated: 69.33%; found: 69.05%.